This data is from the Open Reaction Database (ORD), a public repository of structured organic reaction records. The task is: describe an organic reaction: reactants, conditions, products, and yield The reactants are BrC1=CC(=C(C(=O)OC)C=C1)CBr (methyl 4-bromo-2-(bromomethyl)benzoate), N[C@H](CO)CC1=CC(=CC=C1)C#C[Si](C)(C)C ((2S)-2-amino-3-{3-[(trimethylsilyl)ethynyl]phenyl}propan-1-ol), C(C)(C)N(C(C)C)CC (N,N-diisopropylethylamine). Solvent: C(CCC)O (1-butanol), CCOC(=O)C (EtOAc). Product: hexanes, BrC=1C=C2CN(C(C2=CC1)=O)[C@H](CO)CC1=CC(=CC=C1)C#C[Si](C)(C)C (5-bromo-2-((1S)-2-hydroxy-1-{3-[(trimethylsilyl)ethynyl]benzyl}ethyl)isoindolin-1-one). The yield is 73.0%. Reaction SMILES: [Br:1][C:2]1[CH:11]=[CH:10][C:5]([C:6]([O:8]C)=O)=[C:4]([CH2:12]Br)[CH:3]=1.[NH2:14][C@@H:15]([CH2:18][C:19]1[CH:24]=[CH:23][CH:22]=[C:21]([C:25]#[C:26][Si:27]([CH3:30])([CH3:29])[CH3:28])[CH:20]=1)[CH2:16][OH:17].C(N(CC)C(C)C)(C)C>C(O)CCC.CCOC(C)=O>[Br:1][C:2]1[CH:3]=[C:4]2[C:5](=[CH:10][CH:11]=1)[C:6](=[O:8])[N:14]([C@@H:15]([CH2:18][C:19]1[CH:24]=[CH:23][CH:22]=[C:21]([C:25]#[C:26][Si:27]([CH3:29])([CH3:28])[CH3:30])[CH:20]=1)[CH2:16][OH:17])[CH2:12]2. Reported procedure: A solution of methyl 4-bromo-2-(bromomethyl)benzoate (0.75 g, 2.4 mmol), (2S)-2-amino-3-{3-[(trimethylsilyl)ethynyl]phenyl}propan-1-ol (0.60 g, 2.4 mmol) and N,N-diisopropylethylamine (2.1 mL, 12 mmol) in 1-butanol (2 mL) in a sealed tube was stirred at 140° C. for 2 h. The solvent was removed under vacuum and the residue was eluted with 0-100% EtOAc in hexanes giving 0.78 g (73% yield) of the pure desired product as off white solid. LC/MS found: 442.0 (M+H)+. Reactants: ClC=1C=C(C=CC1)B(O)O (3-chlorophenylboronic acid), N1=CC=CC=C1 (pyridine), CC1=NNC=C1C(=O)OC (Methyl 3-methyl-1H-pyrazole-4-carboxylate). Reagents/catalysts: C(C)(=O)[O-].[Cu+2].C(C)(=O)[O-] (copper acetate). Solvent: CN(C(C)=O)C (N,N-dimethylacetamide). Run at time 8 hour. The product is ClC=1C=C(C=CC1)N1N=C(C(=C1)C(=O)OC)C (methyl 1-(3-chlorophenyl)-3-methyl-1H-pyrazole-4-carboxylate). The yield is 66.4%. As a reaction SMILES: [CH3:1][C:2]1[C:6]([C:7]([O:9][CH3:10])=[O:8])=[CH:5][NH:4][N:3]=1.[Cl:11][C:12]1[CH:13]=[C:14](B(O)O)[CH:15]=[CH:16][CH:17]=1.N1C=CC=CC=1>CN(C)C(=O)C.C([O-])(=O)C.[Cu+2].C([O-])(=O)C>[Cl:11][C:12]1[CH:17]=[C:16]([N:4]2[CH:5]=[C:6]([C:7]([O:9][CH3:10])=[O:8])[C:2]([CH3:1])=[N:3]2)[CH:15]=[CH:14][CH:13]=1 |f:4.5.6|. Procedure details: Methyl 3-methyl-1H-pyrazole-4-carboxylate (1.6 g) synthesized in Example 1(3) was dissolved in N,N-dimethylacetamide (30 mL), 3-chlorophenylboronic acid (3.58 g), copper acetate (5.0 g) and pyridine (4.0 mL) were added, and the mixture was stirred at room temperature overnight. The reaction mixture was filtered through celite, 1N hydrochloric acid (50 mL) was added to the filtrate, and the mixture was extracted with diethyl ether. The extract was washed with brine, dried over magnesium sulfate, ... Reactants: CC(O)C1CN(Cc2ccccc2)CC1c1ccc(F)cc1, C1CCOC1, Oc1ccc(Cl)cn1, c1ccc(P(c2ccccc2)c2ccccc2)cc1. Product: CC(Oc1ccc(Cl)cn1)C1CN(Cc2ccccc2)CC1c1ccc(F)cc1. RXN SMILES: [CH2:28]([c:29]1[cH:30][cH:31][cH:32][cH:33][cH:34]1)[N:35]1[CH2:36][CH:37]([CH:47]([CH3:48])[OH:49])[CH:38]([c:40]2[cH:41][cH:42][c:43]([F:46])[cH:44][cH:45]2)[CH2:39]1.[CH2:50]1[O:51][CH2:52][CH2:53][CH2:54]1.[Cl:20][c:21]1[cH:22][cH:23][c:24]([OH:27])[n:25][cH:26]1.[c:1]1([P:2]([c:3]2[cH:4][cH:5][cH:6][cH:7][cH:8]2)[c:9]2[cH:10][cH:11][cH:12][cH:13][cH:14]2)[cH:15][cH:16][cH:17][cH:18][cH:19]1>>[Cl:20][c:21]1[cH:22][cH:23][c:24]([O:27][CH:47]([CH:37]2[CH2:36][N:35]([CH2:28][c:29]3[cH:30][cH:31][cH:32][cH:33][cH:34]3)[CH2:39][CH:38]2[c:40]2[cH:41][cH:42][c:43]([F:46])[cH:44][cH:45]2)[CH3:48])[n:25][cH:26]1. The reactants are O (water), [OH-].[Na+] (sodium hydroxide), C(=O)(OCC1=CC=CC=C1)Cl (CBZ-Cl), NCCS(=O)(=O)O (Taurine). The solvent is C1(=CC=CC=C1)C (toluene). Yields the product [Na+].C(=O)(OCC1=CC=CC=C1)NCCS(=O)(=O)[O-] (Cbz-Taurine Sodium Salt). Reaction SMILES: O.[OH-].[Na+:3].[NH2:4][CH2:5][CH2:6][S:7]([OH:10])(=[O:9])=[O:8].[C:11](Cl)([O:13][CH2:14][C:15]1[CH:20]=[CH:19][CH:18]=[CH:17][CH:16]=1)=[O:12]>C1(C)C=CC=CC=1>[Na+:3].[C:11]([NH:4][CH2:5][CH2:6][S:7]([O-:10])(=[O:9])=[O:8])([O:13][CH2:14][C:15]1[CH:20]=[CH:19][CH:18]=[CH:17][CH:16]=1)=[O:12] |f:1.2,6.7|. Procedure details: To 1000 ml of water in the RBF charge 192 gm of (3.0 eq) of sodium hydroxide under cooling followed by 200 gm of Taurine and dissolve it until clear solution is obtained. Cool to 0° C. to 5° C., and Charge 50% CBZ-Cl in toluene at 0° C. to 5° C. After completion of addition, maintain at room temperature for 14 h. Separate the toluene layer and wash the aqueous layer with 2×200 ml of ethyl acetate. Add slowly 27 gm of sodium hydroxide in 60 ml of water to the aqueous layer and adjust pH to 12-14.... Reactants: O (water), Cl (hydrochloric acid), C(C)(C)(C)OC(=O)N1CCC(CC1)N(CC(C)C)CC1=C(N=C(S1)Cl)Cl (4-{[(2,4-dichloro-thiazol-5-yl)methyl]-isobutyl-amino}-piperidine-1-carboxylic acid t-butyl ester). The solvent is C1CCOC1 (THF), C1CCOC1 (THF). Reaction conditions: time 40 minute. Yields the product CC(CN(C1CCNCC1)CC1=C(N=C(S1)Cl)Cl)C (N-(2-methylpropyl)-N-[(2,4-dichloro-1,3-thiazol-5-yl)methyl]piperidin-4-amine). Isolated yield 94.8%. As a reaction SMILES: O.Cl.C(OC([N:10]1[CH2:15][CH2:14][CH:13]([N:16]([CH2:21][C:22]2[S:26][C:25]([Cl:27])=[N:24][C:23]=2[Cl:28])[CH2:17][CH:18]([CH3:20])[CH3:19])[CH2:12][CH2:11]1)=O)(C)(C)C>C1COCC1>[CH3:19][CH:18]([CH3:20])[CH2:17][N:16]([CH2:21][C:22]1[S:26][C:25]([Cl:27])=[N:24][C:23]=1[Cl:28])[CH:13]1[CH2:14][CH2:15][NH:10][CH2:11][CH2:12]1. Procedure: To a mixture of water (850 ml) and concentrated hydrochloric acid (240 ml) is added a solution of 4-{[(2,4-dichloro-thiazol-5-yl)methyl]-isobutyl-amino}-piperidine-1-carboxylic acid t-butyl ester (304.5 g, 0.72 mol) in THF (600 ml) dropwise at 65° C. The addition and reaction are complete in 40 minutes. THF is then stripped under vacuum; residual aqueous layer is extracted with 2 L MTBE (to remove remaining (2,4-dichloro-thiazol-5-yl)-methanol). Neutralized by addition of NaOH (30%, 200 ml) and ...